Dataset: the Open Reaction Database (ORD), a public repository of structured organic reaction records. Task: describe an organic reaction: reactants, conditions, products, and yield The reactants are COC=1C=C(C=C(C1)OC)C(O)C1=CC2=C(N(C(=N2)C)C)C=C1 ((3,5-dimethoxy-phenyl)-(1,2-dimethyl-1H-benzoimidazol-5-yl)-methanol). Reagents/catalysts: O=[Mn]=O (MnO2). Solvent: C(Cl)Cl (CH2Cl2). Conditions: time 17 hour. Product: COC=1C=C(C=C(C1)OC)C(=O)C1=CC2=C(N(C(=N2)C)C)C=C1 ((3,5-dimethoxy-phenyl)-(1,2-dimethyl-1H-benzoimidazol-5-yl)-methanone). Yield: 96.2%. RXN SMILES: [CH3:1][O:2][C:3]1[CH:4]=[C:5]([CH:11]([C:13]2[CH:23]=[CH:22][C:16]3[N:17]([CH3:21])[C:18]([CH3:20])=[N:19][C:15]=3[CH:14]=2)[OH:12])[CH:6]=[C:7]([O:9][CH3:10])[CH:8]=1>C(Cl)Cl.O=[Mn]=O>[CH3:10][O:9][C:7]1[CH:6]=[C:5]([C:11]([C:13]2[CH:23]=[CH:22][C:16]3[N:17]([CH3:21])[C:18]([CH3:20])=[N:19][C:15]=3[CH:14]=2)=[O:12])[CH:4]=[C:3]([O:2][CH3:1])[CH:8]=1. Procedure details: A suspension of (3,5-dimethoxy-phenyl)-(1,2-dimethyl-1H-benzoimidazol-5-yl)-methanol (2.1 g, 6.7 mmol) and MnO2 (2.9 g, 33.6 mmol) in CH2Cl2 (300 mL) was stirred at room temperature for 17 h. The mixture was filtered through celite and solvent was removed. The crude product was slurried with ether to afford (3,5-dimethoxy-phenyl)-(1,2-dimethyl-1H-benzoimidazol-5-yl)-methanone (2.0 g, 99%) as an off white solid: 1H NMR (DMSO-d6) δ 7.90 (s, 1H), 7.71-7.62 (m, 2H), 6.80 (s, 3H), 3.80 (s, 3H), 3.35 ... Reactants: CC(=O)OCc1c(B2OC(C)(C)C(C)(C)O2)cccc1-n1ncc2cc(C(C)(C)C)cc(F)c2c1=O, Cn1nc(Cl)cc([Si](C)(C)C)c1=O, Cn1nc(I)cc([Si](C)(C)C)c1=O, [Na+], [Na+], O=C([O-])[O-], C1COCCO1. Yields the product CC(=O)OCc1c(-c2cc([Si](C)(C)C)c(=O)n(C)n2)cccc1-n1ncc2cc(C(C)(C)C)cc(F)c2c1=O. Reaction SMILES: [C:1]([CH3:2])([CH3:3])([CH3:4])[c:5]1[cH:6][c:7]2[cH:8][n:9][n:10](-[c:17]3[c:18]([CH2:19][O:20][C:21]([CH3:22])=[O:23])[c:24]([B:28]4[O:29][C:30]([CH3:31])([CH3:32])[C:33]([CH3:34])([CH3:35])[O:36]4)[cH:25][cH:26][cH:27]3)[c:11](=[O:16])[c:12]2[c:13]([F:15])[cH:14]1.[Cl:43][c:44]1[cH:45][c:46]([Si:52]([CH3:53])([CH3:54])[CH3:55])[c:47](=[O:51])[n:48]([CH3:50])[n:49]1.[I:56][c:57]1[cH:58][c:59]([Si:60]([CH3:61])([CH3:62])[CH3:63])[c:64](=[O:65])[n:66]([CH3:67])[n:68]1.[Na+:37].[Na+:38].[O-:39][C:40](=[O:41])[O-:42].[O:69]1[CH2:70][CH2:71][O:72][CH2:73][CH2:74]1>>[C:1]([CH3:2])([CH3:3])([CH3:4])[c:5]1[cH:6][c:7]2[cH:8][n:9][n:10](-[c:17]3[c:18]([CH2:19][O:20][C:21]([CH3:22])=[O:23])[c:24](-[c:44]4[cH:45][c:46]([Si:52]([CH3:53])([CH3:54])[CH3:55])[c:47](=[O:51])[n:48]([CH3:50])[n:49]4)[cH:25][cH:26][cH:27]3)[c:11](=[O:16])[c:12]2[c:13]([F:15])[cH:14]1. The product is COC(=O)c1ccccc1OCCN1CCC(c2c[nH]c3ccccc23)CC1. The reactants are O=C([O-])[O-], COC(=O)c1ccccc1OCCCl, CC(=O)CC(C)C, ClCCl, [I-], [K+], [K+], [K+], c1ccc2c(C3CCNCC3)c[nH]c2c1. Reaction SMILES: [C:30](=[O:31])([O-:32])[O-:33].[CH3:1][O:2][C:3]([c:4]1[c:5]([O:10][CH2:11][CH2:12][Cl:13])[cH:6][cH:7][cH:8][cH:9]1)=[O:14].[CH3:38][C:39]([CH2:40][CH:41]([CH3:42])[CH3:43])=[O:44].[Cl:45][CH2:46][Cl:47].[I-:37].[K+:34].[K+:35].[K+:36].[NH:15]1[CH2:16][CH2:17][CH:18]([c:21]2[cH:22][nH:23][c:24]3[cH:25][cH:26][cH:27][cH:28][c:29]23)[CH2:19][CH2:20]1>>[CH3:1][O:2][C:3]([c:4]1[c:5]([O:10][CH2:11][CH2:12][N:15]2[CH2:16][CH2:17][CH:18]([c:21]3[cH:22][nH:23][c:24]4[cH:25][cH:26][cH:27][cH:28][c:29]34)[CH2:19][CH2:20]2)[cH:6][cH:7][cH:8][cH:9]1)=[O:14]. Reactants: NC1=C(C(=O)NC2=CC=C(C=C2)C(C)C)C=CC=C1 (2-amino-N-(4-isopropylphenyl)benzamide), OCCOC1=C(C=C(C=O)C=C1C)C (4-(2-hydroxyethoxy)-3,5-dimethylbenzaldehyde). Reagents/catalysts: [Cu](Cl)Cl (copper (II) chloride). The solvent is C(C)O (ethanol). Product: OCCOC1=C(C=C(C=C1C)C1=NC2=CC=CC=C2C(N1C1=CC=C(C=C1)C(C)C)=O)C (2-(4-(2-hydroxyethoxy)-3,5-dimethylphenyl)-3-(4-isopropylphenyl)quinazolin-4(3H)-one). Reaction SMILES: [NH2:1][C:2]1[CH:19]=[CH:18][CH:17]=[CH:16][C:3]=1[C:4]([NH:6][C:7]1[CH:12]=[CH:11][C:10]([CH:13]([CH3:15])[CH3:14])=[CH:9][CH:8]=1)=[O:5].[OH:20][CH2:21][CH2:22][O:23][C:24]1[C:31]([CH3:32])=[CH:30][C:27]([CH:28]=O)=[CH:26][C:25]=1[CH3:33]>C(O)C.[Cu](Cl)Cl>[OH:20][CH2:21][CH2:22][O:23][C:24]1[C:31]([CH3:32])=[CH:30][C:27]([C:28]2[N:6]([C:7]3[CH:12]=[CH:11][C:10]([CH:13]([CH3:15])[CH3:14])=[CH:9][CH:8]=3)[C:4](=[O:5])[C:3]3[C:2](=[CH:19][CH:18]=[CH:17][CH:16]=3)[N:1]=2)=[CH:26][C:25]=1[CH3:33]. Procedure: To a solution of 2-amino-N-(4-isopropylphenyl)benzamide (0.400 g, 1.57 mmol) and 4-(2-hydroxyethoxy)-3,5-dimethylbenzaldehyde (0.30 g, 1.57 mmol) in anhydrous ethanol (20 mL) was added anhydrous copper (II) chloride (0.63 g, 4.71 mmol). The reaction mixture was stirred at reflux for 4 hours under nitrogen. The solvent was removed and the residue was diluted with dichloromethane (150 mL) and water (100 mL). The organic phase was separated and further washed with water (100 mL), brine (100 mL), an... Starting materials: O=C1CCN(CCC1)C(=O)OC(C)(C)C (tert-butyl 4-oxoazepane-1-carboxylate), [BH4-].[Na+] (NaBH4). The solvent is CO (MeOH). Reaction conditions: time 8 hour. Yields the product OC1CCN(CCC1)C(=O)OC(C)(C)C (tert-butyl 4-hydroxyazepane-1-carboxylate). As a reaction SMILES: [O:1]=[C:2]1[CH2:8][CH2:7][CH2:6][N:5]([C:9]([O:11][C:12]([CH3:15])([CH3:14])[CH3:13])=[O:10])[CH2:4][CH2:3]1.[BH4-].[Na+]>CO>[OH:1][CH:2]1[CH2:8][CH2:7][CH2:6][N:5]([C:9]([O:11][C:12]([CH3:15])([CH3:14])[CH3:13])=[O:10])[CH2:4][CH2:3]1 |f:1.2|. Procedure details: A solution of tert-butyl 4-oxoazepane-1-carboxylate (0.60 g, 2.81 mmol), in MeOH (11 mL) was cooled to 0° C. NaBH4 (0.266 g, 7.03 mmol) was added and the mixture was slowly warmed to ambient temperature where the reaction stirred overnight. The mixture was concentrated in vacuo and the residue was taken up in EtOAc (20 mL) and saturated aqueous NH4Cl solution (20 mL) The layers were separated and the aqueous phase was extracted with EtOAc (2×10 mL) The combined organic extracts were washed with ... Starting materials: BrC1=CC(=C(NC)C=C1)[N+](=O)[O-] (4-bromo-N-methyl-2-nitroaniline), O.O.Cl[Sn]Cl (SnCl2.2H2O), [OH-].[K+] (potassium hydroxide). The solvent is C(C)O (ethanol). Conditions: temperature 70 celsius, time 3 hour. Product: BrC=1C=C(C(=CC1)NC)N (4-bromo-N1-methylbenzene-1,2-diamine). Yield: 95.8%. Reaction SMILES: [Br:1][C:2]1[CH:9]=[CH:8][C:5]([NH:6][CH3:7])=[C:4]([N+:10]([O-])=O)[CH:3]=1.O.O.Cl[Sn]Cl.[OH-].[K+]>C(O)C>[Br:1][C:2]1[CH:3]=[C:4]([NH2:10])[C:5]([NH:6][CH3:7])=[CH:8][CH:9]=1 |f:1.2.3,4.5|. Procedure details: To a solution of 4-bromo-N-methyl-2-nitroaniline (6 g, 25.97 mmol) in ethanol (100 ml) was added SnCl2.2H2O (29 g, 128.52 mmol). The resulting solution was stirred for 3 h at 70° C., adjusted to pH 8 with potassium hydroxide (4M), extracted with ethyl acetate (2×200 ml), and the organic layers combined and concentrated under vacuum to afford 4-bromo-N1-methylbenzene-1,2-diamine as a white solid (5 g, 96%). Reactants: O=C(O)C1CCCN1C(=O)OCc1ccccc1, COc1ccc(N)cn1. Reagents/catalysts: C1CCN(C1)[P+](N2CCCC2)(N3CCCC3)Br.F[P-](F)(F)(F)(F)F (PyBrOP), CCN(C(C)C)C(C)C (DIPEA), C1=CC=C2C(=C1)N=NN2O (HOBt). Solvent: CN(C)C=O (DMF), CN(C)C=O (DMF), CN(C)C=O (DMF), CN(C)C=O (DMF), CN(C)C=O (DMF), CN(C)C=O (DMF). Conditions: temperature 25 celsius, time 2 hour. Yields the product COc1ccc(NC(=O)C2CCCN2C(=O)OCc2ccccc2)cn1. Yield: 13.8%. Reaction SMILES: COc1ccc(N)cn1.O=C(O)C1CCCN1C(=O)OCc1ccccc1.C1CCN(C1)[P+](N2CCCC2)(N3CCCC3)Br.F[P-](F)(F)(F)(F)F.C1=CC=C2C(=C1)N=NN2O.CCN(C(C)C)C(C)C.CN(C)C=O>>COc1ccc(NC(=O)C2CCCN2C(=O)OCc2ccccc2)cn1.